Dataset: the Open Reaction Database (ORD), a public repository of structured organic reaction records. Task: describe an organic reaction: reactants, conditions, products, and yield Reported procedure: A mixture of pyridine-2-carboxaldehyde ethylene acetal (20 g; 0.13 mol), 4-methoxybenzyl chloride (21.2 g; 0.13 mol), and sulfolane (5 ml) in a 250 ml reaction flask was heated under nitrogen to 95° C. with stirring for 4 hours and then the mixture was allowed to react at room temperature overnight. The organic solvent was decanted, the resulting gummy precipitate was triturated with ethyl acetate :hexane (2:8), refluxed with stirring, and cooled. The solvent was decanted to yield 1-(p-methoxybe... Starting materials: C1COC(C2=NC=CC=C2)O1 (pyridine-2-carboxaldehyde ethylene acetal), COC1=CC=C(CCl)C=C1 (4-methoxybenzyl chloride), S1(=O)(=O)CCCC1 (sulfolane). As a reaction SMILES: [CH2:1]1[O:11][CH:4]([C:5]2[CH:10]=[CH:9][CH:8]=[CH:7][N:6]=2)[O:3][CH2:2]1.[CH3:12][O:13][C:14]1[CH:21]=[CH:20][C:17]([CH2:18][Cl:19])=[CH:16][CH:15]=1.S1(CCCC1)(=O)=O>>[Cl-:19].[CH2:2]1[O:3][CH:4]([CH:5]2[CH:10]=[CH:9][CH:8]=[CH:7][N:6]2[CH2:18][C:17]2[CH:20]=[CH:21][C:14]([O:13][CH3:12])=[CH:15][CH:16]=2)[O:11][CH2:1]1 |f:3.4|. Reaction conditions: temperature 95 celsius, time 4 hour. The product is [Cl-].C1COC(C2N(C=CC=C2)CC2=CC=C(C=C2)OC)O1 (1-(p-methoxybenzyl)pyridine-2-carboxaldehyde ethylene acetal chloride). Starting materials: C(C)(C)(C)OC(=O)N1CCC2=C(N(N=C2CC1)C(C)C)OS(=O)(=O)C(F)(F)F (2-isopropyl-3-trifluoromethanesulfonyloxy-4,5,7,8-tetrahydro-2H-1,2,6-triaza-azulene-6-carboxylic acid tert-butyl ester), FC(C1=CC=C(C=C1)B(O)O)(F)F (4-trifluoromethylphenylboronic acid). Product: C(C)(C)N1N=C2CCNCCC2=C1C1=CC=C(C=C1)C(F)(F)F (2-Isopropyl-3-(4-trifluoromethyl-phenyl)-2,4,5,6,7,8-hexahydro-1,2,6-triaza-azulene). Yield: 68.4%. RXN SMILES: C(OC([N:8]1[CH2:17][CH2:16][C:15]2[C:11](=[C:12](OS(C(F)(F)F)(=O)=O)[N:13]([CH:18]([CH3:20])[CH3:19])[N:14]=2)[CH2:10][CH2:9]1)=O)(C)(C)C.[F:29][C:30]([F:41])([F:40])[C:31]1[CH:36]=[CH:35][C:34](B(O)O)=[CH:33][CH:32]=1>>[CH:18]([N:13]1[C:12]([C:34]2[CH:35]=[CH:36][C:31]([C:30]([F:41])([F:40])[F:29])=[CH:32][CH:33]=2)=[C:11]2[C:15]([CH2:16][CH2:17][NH:8][CH2:9][CH2:10]2)=[N:14]1)([CH3:19])[CH3:20]. Reported procedure: The title compound (103 mg) was prepared as in Example 177, Steps C and D, using 199 mg of 2-isopropyl-3-trifluoromethanesulfonyloxy-4,5,7,8-tetrahydro-2H-1,2,6-triaza-azulene-6-carboxylic acid tert-butyl ester (Example 189, Step A) and 265 mg of 4-trifluoromethylphenylboronic acid. MS (ESI): exact mass calculated for C17H20F3N3, 323.16. found, m/z 324.4 [M+H]+. 1H NMR (500 MHz, CD3OD): 7.86 (d, J=8.0 Hz, 2H), 7.55 (d, J=8.0 Hz, 2H), 4.34 (m, 1H), 3.43-3.40 (m, 2H), 3.20-3.18 (m, 2H), 2.80-2.78 ... Reactants: C(C)(=O)O.C(C)(=O)O.IC1=CC=CC=C1 (iodobenzene diacetate), N1C(=NCC1)C1=C(OC2=C1C=C(C(=C2)N(S(=O)(=O)C)CC2=CC=C(C=C2)OC)OC(C)C)C2=CC=C(C=C2)F (N-(3-(4,5-dihydro-1H-imidazol-2-yl)-2-(4-fluorophenyl)-5-isopropoxybenzofuran-6-yl)-N-(4-methoxybenzyl)methanesulfonamide), C([O-])([O-])=O.[K+].[K+] (potassium carbonate), C(C)(=O)O.C(C)(=O)O.IC1=CC=CC=C1 (iodobenzene diacetate), C([O-])(O)=O.[Na+] (sodium bicarbonate). The solvent is CS(=O)C (dimethylsulfoxide), C(C)(=O)OCC (ethyl acetate). Run at time 1 hour. The product is FC1=CC=C(C=C1)C=1OC2=C(C1C=1NC=CN1)C=C(C(=C2)N(S(=O)(=O)C)CC2=CC=C(C=C2)OC)OC(C)C (N-[2-(4-fluorophenyl)-3-(1H-imidazol-2-yl)-5-isopropoxy-1-benzofuran-6-yl]-N-(4-methoxybenzyl)methanesulfonamide). As a reaction SMILES: [NH:1]1[CH2:5][CH2:4][N:3]=[C:2]1[C:6]1[C:10]2[CH:11]=[C:12]([O:29][CH:30]([CH3:32])[CH3:31])[C:13]([N:15]([CH2:20][C:21]3[CH:26]=[CH:25][C:24]([O:27][CH3:28])=[CH:23][CH:22]=3)[S:16]([CH3:19])(=[O:18])=[O:17])=[CH:14][C:9]=2[O:8][C:7]=1[C:33]1[CH:38]=[CH:37][C:36]([F:39])=[CH:35][CH:34]=1.C(=O)([O-])[O-].[K+].[K+].C(O)(=O)C.C(O)(=O)C.IC1C=CC=CC=1.C(=O)(O)[O-].[Na+]>CS(C)=O.C(OCC)(=O)C>[F:39][C:36]1[CH:35]=[CH:34][C:33]([C:7]2[O:8][C:9]3[CH:14]=[C:13]([N:15]([CH2:20][C:21]4[CH:26]=[CH:25][C:24]([O:27][CH3:28])=[CH:23][CH:22]=4)[S:16]([CH3:19])(=[O:18])=[O:17])[C:12]([O:29][CH:30]([CH3:32])[CH3:31])=[CH:11][C:10]=3[C:6]=2[C:2]2[NH:3][CH:4]=[CH:5][N:1]=2)=[CH:38][CH:37]=1 |f:1.2.3,4.5.6,7.8|. Procedure: N-(3-(4,5-dihydro-1H-imidazol-2-yl)-2-(4-fluorophenyl)-5-isopropoxybenzofuran-6-yl)-N-(4-methoxybenzyl)methanesulfonamide (0.54 g, 0.98 mmol) was dissolved in dimethylsulfoxide (5 mL) and was treated with potassium carbonate (0.15 g, 1.08 mmol) and iodobenzene diacetate (0.35 g, 1.08 mmol). The initially yellow solution changed to a reddish-brown solution within 15 minutes of iodobenzene diacetate addition. The reaction mixture was stirred for one hour at room temperature. The reaction mixture w... Starting materials: C#CC1(O)CCC2C3CCC4=CC(=O)C=CC4(C)C3CCC21C, c1ccccc1. Yields the product C#CC1=CCC2C3CCC4=CC(=O)C=CC4(C)C3CCC12C. Reaction SMILES: [C:1](#[CH:2])[C:3]1([OH:23])[C:4]2([CH3:5])[CH:6]([CH2:7][CH2:8]1)[CH:9]1[CH2:10][CH2:11][C:12]3=[CH:13][C:14](=[O:22])[CH:15]=[CH:16][C:17]3([CH3:18])[CH:19]1[CH2:20][CH2:21]2.[cH:24]1[cH:25][cH:26][cH:27][cH:28][cH:29]1>>[C:1](#[CH:2])[C:3]1=[CH:8][CH2:7][CH:6]2[C:4]1([CH3:5])[CH2:21][CH2:20][CH:19]1[CH:9]2[CH2:10][CH2:11][C:12]2=[CH:13][C:14](=[O:22])[CH:15]=[CH:16][C:17]21[CH3:18]. The reactants are CCOC(=O)CCC(=O)Cl, C[Si](C)(C)c1nccs1, ClCCl, [Na+], O=C([O-])O. Product: CCOC(=O)CCC(=O)c1nccs1. RXN SMILES: [CH2:10]([CH3:11])[O:12][C:13]([CH2:14][CH2:15][C:16](=[O:17])[Cl:18])=[O:19].[CH3:1][Si:2]([c:3]1[s:4][cH:5][cH:6][n:7]1)([CH3:8])[CH3:9].[Cl:25][CH2:26][Cl:27].[Na+:24].[O-:20][C:21]([OH:22])=[O:23]>>[c:3]1([C:16]([CH2:15][CH2:14][C:13]([O:12][CH2:10][CH3:11])=[O:19])=[O:17])[s:4][cH:5][cH:6][n:7]1. Starting materials: BrC(C(=O)C=1C=C2CCC(NC2=CC1)=O)C (6-(α-bromopropionyl)-3,4-dihydrocarbostyril), C(C)(=S)N (thioacetamide). The solvent is C(C)O (ethanol). Reaction conditions: time 30 minute. Product: CC=1SC(=C(N1)C=1C=C2CCC(NC2=CC1)=O)C (6-(2,5-Dimethylthiazol-4-yl)-3,4-Dihydrocarbostyril). As a reaction SMILES: Br[CH:2]([CH3:16])[C:3]([C:5]1[CH:6]=[C:7]2[C:12](=[CH:13][CH:14]=1)[NH:11][C:10](=[O:15])[CH2:9][CH2:8]2)=O.[C:17]([NH2:20])(=[S:19])[CH3:18]>C(O)C>[CH3:18][C:17]1[S:19][C:2]([CH3:16])=[C:3]([C:5]2[CH:6]=[C:7]3[C:12](=[CH:13][CH:14]=2)[NH:11][C:10](=[O:15])[CH2:9][CH2:8]3)[N:20]=1. Procedure: A mixture of 6-(α-bromopropionyl)-3,4-dihydrocarbostyril (7 g), thioacetamide (2 g) and absolute ethanol (250 ml) is stirred under reflux for 3 hours and allowed to cool overnight. The resulting white precipitate is filtered, washed with ether, dried and suspended in aqueous sodium bicarbonate for 30 minutes. The neutralized solid is filtered, washed with water, isopropanol, and recrystallized from isopropanol affording the desired product, M.P. 241°-242° C. Reactants: C1(=CC=CC=C1)O (phenol), C(=O)([O-])[O-].[K+].[K+] (K2CO3), BrCC1=NC=C(C(=O)OC)C=C1 (Methyl 6-(bromomethyl)nicotinate). The solvent is O (water), CN(C)C=O (DMF). Conditions: time 30 minute. The product is O(C1=CC=CC=C1)CC1=NC=C(C(=O)OC)C=C1 (Methyl 6-(phenoxymethyl)nicotinate). As a reaction SMILES: [C:1]1([OH:7])[CH:6]=[CH:5][CH:4]=[CH:3][CH:2]=1.C([O-])([O-])=O.[K+].[K+].Br[CH2:15][C:16]1[CH:25]=[CH:24][C:19]([C:20]([O:22][CH3:23])=[O:21])=[CH:18][N:17]=1>CN(C=O)C.O>[O:7]([CH2:15][C:16]1[CH:25]=[CH:24][C:19]([C:20]([O:22][CH3:23])=[O:21])=[CH:18][N:17]=1)[C:1]1[CH:6]=[CH:5][CH:4]=[CH:3][CH:2]=1 |f:1.2.3|. Procedure details: To a solution of phenol (489 mg, 5.21 mmol) and K2CO3 (1.44 g, 10.4 mmol) in DMF (15 mL) was added methyl 6-(bromomethyl)nicotinate (1.1a) (1.20 g, 5.21 mmol). The reaction was stirred at room temperature for 30 min and then diluted with water to give 1.2a after isolation by vacuum filtration and further drying in vacuo (810 mg): 1H-NMR (400 MHz, CDCl3) δ 9.21 (d, J=2.0 Hz, 1H), 8.34 (dd, J=8.0, 2.0 Hz, 1H), 7.67 (d, J=8.0 Hz, 1H), 7.37-7.26 (m, 2H), 7.05-6.96 (m, 3H), 5.34 (s, 2H), 3.99 (s, 3H)... As a reaction SMILES: [CH3:1][O:2][C:3]([CH:4]([CH2:5][c:6]1[c:7]([F:27])[cH:8][c:9]([O:12][CH2:13][c:14]2[n:15][c:16](-[c:20]3[c:21]([CH3:26])[cH:22][cH:23][cH:24][cH:25]3)[o:17][c:18]2[CH3:19])[cH:10][cH:11]1)[O:28][CH2:29][CH3:30])=[O:31].[Li+:33].[OH-:32]>>[O:2]=[C:3]([CH:4]([CH2:5][c:6]1[c:7]([F:27])[cH:8][c:9]([O:12][CH2:13][c:14]2[n:15][c:16](-[c:20]3[c:21]([CH3:26])[cH:22][cH:23][cH:24][cH:25]3)[o:17][c:18]2[CH3:19])[cH:10][cH:11]1)[O:28][CH2:29][CH3:30])[OH:31]. Starting materials: CCOC(Cc1ccc(OCc2nc(-c3ccccc3C)oc2C)cc1F)C(=O)OC, [Li+], [OH-]. The product is CCOC(Cc1ccc(OCc2nc(-c3ccccc3C)oc2C)cc1F)C(=O)O. The product is ClC=1C=CC(=C(C1)NC(=S)NC(=O)NCC1=CC(=CC=C1)C1=NN(C=N1)C1=CC=C(C=C1)OC(F)(F)F)C(C)C (1-[(5-chloro-2-isopropyl-phenyl)carbamothioyl]-3-[[3-[1-[4-(trifluoromethoxy)phenyl]-1H-1,2,4-triazol-3-yl]phenyl]methyl]urea), solid. Isolated yield 38.0%. Reaction SMILES: [N:1]([CH2:4][C:5]1[CH:6]=[C:7]([C:11]2[N:15]=[CH:14][N:13]([C:16]3[CH:21]=[CH:20][C:19]([O:22][C:23]([F:26])([F:25])[F:24])=[CH:18][CH:17]=3)[N:12]=2)[CH:8]=[CH:9][CH:10]=1)=[C:2]=[O:3].[Cl:27][C:28]1[CH:29]=[CH:30][C:31]([CH:38]([CH3:40])[CH3:39])=[C:32]([NH:34][C:35]([NH2:37])=[S:36])[CH:33]=1>>[Cl:27][C:28]1[CH:29]=[CH:30][C:31]([CH:38]([CH3:40])[CH3:39])=[C:32]([NH:34][C:35]([NH:37][C:2]([NH:1][CH2:4][C:5]2[CH:10]=[CH:9][CH:8]=[C:7]([C:11]3[N:15]=[CH:14][N:13]([C:16]4[CH:21]=[CH:20][C:19]([O:22][C:23]([F:25])([F:24])[F:26])=[CH:18][CH:17]=4)[N:12]=3)[CH:6]=2)=[O:3])=[S:36])[CH:33]=1. Reported procedure: The title compound was prepared as described in Example 75 using 3-(3-(isocyanatomethyl)phenyl)-1-(4-(trifluoromethoxy)phenyl)-1H-1,2,4-triazole (CB34) and 1-(5-chloro-2-isopropylphenyl)thiourea (CB32) and isolated as an off-white solid (0.170 g, 38%). Starting materials: N(=C=O)CC=1C=C(C=CC1)C1=NN(C=N1)C1=CC=C(C=C1)OC(F)(F)F (3-(3-(isocyanatomethyl)phenyl)-1-(4-(trifluoromethoxy)phenyl)-1H-1,2,4-triazole), ClC=1C=CC(=C(C1)NC(=S)N)C(C)C (1-(5-chloro-2-isopropylphenyl)thiourea).